This data is from the Open Reaction Database (ORD), a public repository of structured organic reaction records. The task is: describe an organic reaction: reactants, conditions, products, and yield The reactants are C(C)(C)(C)OC(=O)N1CCN(CC1)C1=CC2=C(C(N1)=O)N(C=N2)CC(=O)OCC (4-(3-ethoxycarbonylmethyl-4-oxo-4,5-dihydro-3H-imidazo[4,5-c]pyridin-6-yl)-piperazine-1-carboxylic acid tert-butyl ester), C(=O)(C(F)(F)F)O (CF3COOH). Solvent: C(Cl)Cl (methylene chloride). Conditions: time 1.5 hour. Product: C(C)OC(CN1C=NC2=C1C(NC(=C2)N2CCNCC2)=O)=O ((4-oxo-6-piperazin-1-yl-4,5-dihydro-imidazo[4,5-c]pyridin-3-yl)-acetic acid ethyl ester). As a reaction SMILES: C(OC([N:8]1[CH2:13][CH2:12][N:11]([C:14]2[NH:19][C:18](=[O:20])[C:17]3[N:21]([CH2:24][C:25]([O:27][CH2:28][CH3:29])=[O:26])[CH:22]=[N:23][C:16]=3[CH:15]=2)[CH2:10][CH2:9]1)=O)(C)(C)C.C(O)(C(F)(F)F)=O>C(Cl)Cl>[CH2:28]([O:27][C:25](=[O:26])[CH2:24][N:21]1[C:17]2[C:18](=[O:20])[NH:19][C:14]([N:11]3[CH2:10][CH2:9][NH:8][CH2:13][CH2:12]3)=[CH:15][C:16]=2[N:23]=[CH:22]1)[CH3:29]. Procedure: 4-(3-ethoxycarbonylmethyl-4-oxo-4,5-dihydro-3H-imidazo[4,5-c]pyridin-6-yl)-piperazine-1-carboxylic acid tert-butyl ester, 4 was dissolved in dry methylene chloride at room temperature under N2. CF3COOH (5 equiv.) was added, and the reaction mixture was stirred for 1.5 h. Then methylene chloride was removed in vacuo and the residue was used in the next step without further purification. Reactants: CCOC(=O)C(=Cc1ccc(C(F)(F)C(F)(F)F)cc1[N+](=O)[O-])CC#N, CC(=O)O, [Fe]. Yields the product CCOC(=O)C1=Cc2ccc(C(F)(F)C(F)(F)F)cc2N=C(N)C1. As a reaction SMILES: [C:1](#[N:2])[CH2:3][C:4]([C:5](=[O:6])[O:7][CH2:8][CH3:9])=[CH:10][c:11]1[c:12]([N+:24]([O-:25])=[O:26])[cH:13][c:14]([C:17]([C:18]([F:19])([F:20])[F:21])([F:22])[F:23])[cH:15][cH:16]1.[CH3:28][C:29](=[O:30])[OH:31].[Fe:27]>>[C:1]1([NH2:2])=[N:24][c:12]2[c:11]([cH:16][cH:15][c:14]([C:17]([C:18]([F:19])([F:20])[F:21])([F:22])[F:23])[cH:13]2)[CH:10]=[C:4]([C:5](=[O:6])[O:7][CH2:8][CH3:9])[CH2:3]1.